The task is: describe an organic reaction: reactants, conditions, products, and yield. This data is from the Open Reaction Database (ORD), a public repository of structured organic reaction records. Starting materials: Cl (hydrochloric acid), 496, [Cl-].[Al+3].[Cl-].[Cl-] (aluminum chloride), 256, FC1=C(C=C(C(=O)Cl)C=C1)[N+](=O)[O-] (4-fluoro-3-nitrobenzoyl chloride). Solvent: C1=CC=CC=C1 (benzene), C1=CC=CC=C1 (benzene). Conditions: temperature 60 celsius, time 1.5 hour. The product is 223, FC1=C(C=C(C=C1)C(=O)C1=CC=CC=C1)[N+](=O)[O-] ((4-fluoro-3-nitrophenyl) phenylmethanone). Yield: 73.0%. RXN SMILES: [Cl-].[Al+3].[Cl-].[Cl-].[F:5][C:6]1[CH:14]=[CH:13][C:9]([C:10](Cl)=[O:11])=[CH:8][C:7]=1[N+:15]([O-:17])=[O:16].Cl>C1C=CC=CC=1>[F:5][C:6]1[CH:14]=[CH:13][C:9]([C:10]([C:6]2[CH:14]=[CH:13][CH:9]=[CH:8][CH:7]=2)=[O:11])=[CH:8][C:7]=1[N+:15]([O-:17])=[O:16] |f:0.1.2.3|. Reported procedure: To a stirred mixture of 496 parts of aluminum chloride in 900 parts of benzene was added dropwise a solution of 256 parts of 4-fluoro-3-nitrobenzoyl chloride in 225 parts of benzene at ±10° C. Upon complete addition, stirring was continued first for 1.5 hours in an ice bath and then for 8 hours at room temperature. The mixture was heated to 60° C., cooled again and poured into crushed ice and 180 parts of concentrated hydrochloric acid. The separated organic layer was dried, filtered and concent... Procedure: A 250 mL round bottomed flask equipped with a nitrogen inlet and a magnetic stirrer was charged with 3.9 g of 3-(3-hydroxy-3-pentyl)-O-(tert-butyltrimethylsilyl)benzyl alcohol and 25 mL of CH2Cl2. The solution was cooled to 0° C. in an ice bath and was treated with 15 mL of TFA followed by 5 mL of Et3SiH (Aldrich). After 30 min at 0° C. the ice bath was removed and the solution was stirred at RT for 18 h. The solution was concentrated to a viscous liquid. This material was dissolved in ether (60... Reactants: [SiH](CC)(CC)CC (Et3SiH), 3-(3-hydroxy-3-pentyl)-O-(tert-butyltrimethylsilyl)benzyl alcohol, C(Cl)Cl (CH2Cl2), CCCCCC (hexane), C(=O)(C(F)(F)F)O (TFA), CCOC(=O)C (EtOAc). Yield: 82.0%. Conditions: temperature 0 celsius, time 18 hour. The product is CCC(CC)C=1C=C(CO)C=CC1 (3-(3-pentyl)benzyl alcohol). RXN SMILES: [CH2:1](Cl)Cl.[C:4](O)([C:6](F)(F)F)=[O:5].[SiH]([CH2:16][CH3:17])(CC)CC.C[CH2:19][CH2:20][CH2:21][CH2:22][CH3:23].[CH3:24][CH2:25]OC(C)=O>>[CH3:24][CH2:25][CH:21]([C:20]1[CH:19]=[C:6]([CH:1]=[CH:16][CH:17]=1)[CH2:4][OH:5])[CH2:22][CH3:23]. The reactants are ( f ), C(C)(C)(C)OC(=O)N1C[C@H]([C@@H]([C@H](C1)O)C1=CC=C(C=C1)OCC=C)OC[C@@H]1OC(OC1)(C)C ((3S,4R,5R)-4-(4-allyloxy-phenyl)-3-[(4S)-2,2-dimethyl-[1,3]dioxolan-4-ylmethoxy]-5-hydroxy-piperidine-1-carboxylic acid tert-butyl ester), ClCC=1C=C(C2=CC=CC=C2C1)OC (3-chloromethyl-1-methoxy-naphthalene), ( α ). Product: C(C)(C)(C)OC(=O)N1C[C@H]([C@@H]([C@H](C1)OCC1=CC2=CC=CC=C2C(=C1)OC)C1=CC=C(C=C1)OCC=C)OC[C@@H]1OC(OC1)(C)C ((3S,4R,5R)-4-(4-allyloxy-phenyl)-3-[(S)-2,2-dimethyl-[1,3]dioxolan-4-ylmethoxy]-5-(4-methoxy-naphthalen-2-ylmethoxy)-piperidine-1-carboxylic acid tert-butyl ester). As a reaction SMILES: [C:1]([O:5][C:6]([N:8]1[CH2:13][C@H:12]([OH:14])[C@@H:11]([C:15]2[CH:20]=[CH:19][C:18]([O:21][CH2:22][CH:23]=[CH2:24])=[CH:17][CH:16]=2)[C@H:10]([O:25][CH2:26][C@H:27]2[CH2:31][O:30][C:29]([CH3:33])([CH3:32])[O:28]2)[CH2:9]1)=[O:7])([CH3:4])([CH3:3])[CH3:2].Cl[CH2:35][C:36]1[CH:37]=[C:38]([O:46][CH3:47])[C:39]2[C:44]([CH:45]=1)=[CH:43][CH:42]=[CH:41][CH:40]=2>>[C:1]([O:5][C:6]([N:8]1[CH2:13][C@H:12]([O:14][CH2:35][C:36]2[CH:37]=[C:38]([O:46][CH3:47])[C:39]3[C:44](=[CH:43][CH:42]=[CH:41][CH:40]=3)[CH:45]=2)[C@@H:11]([C:15]2[CH:16]=[CH:17][C:18]([O:21][CH2:22][CH:23]=[CH2:24])=[CH:19][CH:20]=2)[C@H:10]([O:25][CH2:26][C@H:27]2[CH2:31][O:30][C:29]([CH3:33])([CH3:32])[O:28]2)[CH2:9]1)=[O:7])([CH3:2])([CH3:3])[CH3:4]. Procedure details: In analogy to the procedure described in example 1) (f) the (3S,4R,5R)-4-(4-allyloxy-phenyl)-3-[(4S)-2,2-dimethyl-[1,3]dioxolan-4-ylmethoxy]-5-hydroxy-piperidine-1-carboxylic acid tert-butyl ester was reacted with 3-chloromethyl-1-methoxy-naphthalene [example 1) (α)] to yield the (3S,4R,5R)-4-(4-allyloxy-phenyl)-3-[(S)-2,2-dimethyl-[1,3]dioxolan-4-ylmethoxy]-5-(4-methoxy-naphthalen-2-ylmethoxy)-piperidine-1-carboxylic acid tert-butyl ester as colorless oil; MS: 634(M+H)+. Reactants: CC1CC2(CCC1NCc1ccccc1)OCCO2, CO. The product is CC1CC2(CCC1N)OCCO2. As a reaction SMILES: [CH2:1]([c:2]1[cH:3][cH:4][cH:5][cH:6][cH:7]1)[NH:8][CH:9]1[CH:10]([CH3:19])[CH2:11][C:12]2([O:13][CH2:14][CH2:15][O:16]2)[CH2:17][CH2:18]1.[CH3:20][OH:21]>>[NH2:8][CH:9]1[CH:10]([CH3:19])[CH2:11][C:12]2([O:13][CH2:14][CH2:15][O:16]2)[CH2:17][CH2:18]1. Starting materials: ClC1=C(N)C=CC(=C1)C (2-chloro-4-methylaniline), CC(=C)C#CCC (2-methyl-1-hexen-3-yne), C(=O)([O-])[O-].[K+].[K+] (K2CO3). Reagents/catalysts: CC(=O)[O-].CC(=O)[O-].[Pd+2] (Pd(OAc)2), CC(C)(C)P(C1=CC=C[CH-]1)C(C)(C)C.CC(C)(C)P(C1=CC=C[CH-]1)C(C)(C)C.[Fe+2] (DtBPF). The solvent is CN(C)C=O (DMF). Run at temperature 110 celsius, time 8 hour. Product: C(C)C1=C(NC2=CC=C(C=C12)C)C(=C)C (3-Ethyl-2-isopropenyl-5-methyl-1H-indol), solid. The yield is 60.0%. Reaction SMILES: Cl[C:2]1[CH:8]=[C:7]([CH3:9])[CH:6]=[CH:5][C:3]=1[NH2:4].[CH3:10][C:11]([C:13]#[C:14][CH2:15][CH3:16])=[CH2:12].C([O-])([O-])=O.[K+].[K+]>CC([O-])=O.CC([O-])=O.[Pd+2].CC(P(C(C)(C)C)C1[CH-]C=CC=1)(C)C.CC(P(C(C)(C)C)C1[CH-]C=CC=1)(C)C.[Fe+2].CN(C=O)C>[CH2:15]([C:14]1[C:2]2[C:3](=[CH:5][CH:6]=[C:7]([CH3:9])[CH:8]=2)[NH:4][C:13]=1[C:11]([CH3:12])=[CH2:10])[CH3:16] |f:2.3.4,5.6.7,8.9.10|. Reported procedure: A 100 ml reaction flask equipped with a stirring bar and thermocouple are charged with Pd(OAc)2 (56 mg, 0.25 mmol), DtBPF (142 mg, 0.3 mmol), 2-chloro-4-methylaniline (0.71 g, 5 mmol), 2-methyl-1-hexen-3-yne (0.94 g, 10 mmol), K2CO3 (1.73 g, 12.5 mmol) and DMF (50 mL). The flask was purged with argon. The reaction was heated to 110° C. and stirred overnight. The reaction was complete after 20 h at 110° C. The mixture was filtered through a layer of diatomaceous earth and washed with EtOAc (10 mL... Starting materials: [Ce] (Cerium), solution, C([C@@H]1[C@@H]2[C@@H]([C@H]([C@H](O1)O[C@@H]3[C@H](O[C@@H]([C@@H]([C@H]3O)O)O[C@@H]4[C@H](O[C@@H]([C@@H]([C@H]4O)O)O[C@@H]5[C@H](OC([C@@H]([C@H]5O)O)OC6[C@H](OC([C@@H]([C@H]6O)O)C7[C@H](OC([C@@H]([C@H]7O)O)O[C@@H]8[C@H](O[C@@H]([C@@H]([C@H]8O)O)O[C@@H]9[C@H](O[C@H](O2)[C@@H]([C@H]9O)O)CO)CO)CO)CO)CO)CO)CO)O)O)O (γ-cyclodextrin), [Ce] (cerium). The product is C([C@@H]1[C@@H]2[C@@H]([C@H]([C@H](O1)O[C@@H]3[C@H](O[C@@H]([C@@H]([C@H]3O)O)O[C@@H]4[C@H](O[C@@H]([C@@H]([C@H]4O)O)O[C@@H]5[C@H](OC([C@@H]([C@H]5O)O)OC6[C@H](OC([C@@H]([C@H]6O)O)C7[C@H](OC([C@@H]([C@H]7O)O)O[C@@H]8[C@H](O[C@@H]([C@@H]([C@H]8O)O)O[C@@H]9[C@H](O[C@H](O2)[C@@H]([C@H]9O)O)CO)CO)CO)CO)CO)CO)CO)O)O)O.[Ce] (γ-Cyclodextrin Cerium). As a reaction SMILES: [Ce:1].[CH2:2]([OH:88])[C@H:3]1[O:8][C@@H:7]2[O:9][C@H:10]3[C@H:15]([OH:16])[C@@H:14]([OH:17])[C@@H:13]([O:18][C@H:19]4[C@H:24]([OH:25])[C@@H:23]([OH:26])[C@@H:22]([O:27][C@H:28]5[C@H:33]([OH:34])[C@@H:32]([OH:35])[CH:31]([O:36][CH:37]6[C@H:42]([OH:43])[C@@H:41]([OH:44])[CH:40]([CH:45]7[C@H:50]([OH:51])[C@@H:49]([OH:52])[CH:48]([O:53][C@H:54]8[C@H:59]([OH:60])[C@@H:58]([OH:61])[C@@H:57]([O:62][C@H:63]9[C@H:69]([OH:70])[C@@H:68]([OH:71])[C@@H:66]([O:67][C@H:4]1[C@H:5]([OH:87])[C@H:6]2[OH:86])[O:65][C@@H:64]9[CH2:72][OH:73])[O:56][C@@H:55]8[CH2:74][OH:75])[O:47][C@@H:46]7[CH2:76][OH:77])[O:39][C@@H:38]6[CH2:78][OH:79])[O:30][C@@H:29]5[CH2:80][OH:81])[O:21][C@@H:20]4[CH2:82][OH:83])[O:12][C@@H:11]3[CH2:84][OH:85]>>[CH2:2]([OH:88])[C@H:3]1[O:8][C@@H:7]2[O:9][C@H:10]3[C@H:15]([OH:16])[C@@H:14]([OH:17])[C@@H:13]([O:18][C@H:19]4[C@H:24]([OH:25])[C@@H:23]([OH:26])[C@@H:22]([O:27][C@H:28]5[C@H:33]([OH:34])[C@@H:32]([OH:35])[CH:31]([O:36][CH:37]6[C@H:42]([OH:43])[C@@H:41]([OH:44])[CH:40]([CH:45]7[C@H:50]([OH:51])[C@@H:49]([OH:52])[CH:48]([O:53][C@H:54]8[C@H:59]([OH:60])[C@@H:58]([OH:61])[C@@H:57]([O:62][C@H:63]9[C@H:69]([OH:70])[C@@H:68]([OH:71])[C@@H:66]([O:67][C@H:4]1[C@H:5]([OH:87])[C@H:6]2[OH:86])[O:65][C@@H:64]9[CH2:72][OH:73])[O:56][C@@H:55]8[CH2:74][OH:75])[O:47][C@@H:46]7[CH2:76][OH:77])[O:39][C@@H:38]6[CH2:78][OH:79])[O:30][C@@H:29]5[CH2:80][OH:81])[O:21][C@@H:20]4[CH2:82][OH:83])[O:12][C@@H:11]3[CH2:84][OH:85].[Ce:1] |f:2.3|. Procedure: 23 g of a cerium-based drier, Cerium Hex-CEM® 12% solution (OM Group, Inc.) was added to the above-noted γ-cyclodextrin solution. A white precipitate formed upon addition of the drier. The mixture was stirred for at least 16 hours. The precipitate was filtered off under reduced pressure. The precipitate was dried under normal conditions at ambient temperature. The FTIR spectrum of the resultant inclusion complex is provided in FIG. 1(g).